From a dataset of the Open Reaction Database (ORD), a public repository of structured organic reaction records. describe an organic reaction: reactants, conditions, products, and yield Reactants: CC(C)(C)OC(=O)NC(Cc1ccccn1)C(=O)O, C1CCOC1, CC(=O)OC(C)=O, CCOC(C)=O, O=CO, c1cc(N2CCNCC2)c2cc[nH]c2c1, NC(Cc1ccccn1)C(=O)N1CCN(c2cccc3[nH]ccc23)CC1. Product: O=CNC(Cc1ccccn1)C(=O)N1CCN(c2cccc3[nH]ccc23)CC1. Reaction SMILES: [C:52]([O:53][C:54]([NH:55][CH:56]([CH2:57][c:58]1[cH:59][cH:60][cH:61][cH:62][n:63]1)[C:64]([OH:65])=[O:66])=[O:67])([CH3:68])([CH3:69])[CH3:70].[CH2:71]1[O:72][CH2:73][CH2:74][CH2:75]1.[CH3:4][C:5]([O:6][C:7](=[O:8])[CH3:9])=[O:10].[CH3:76][CH2:77][O:78][C:79](=[O:80])[CH3:81].[CH:1](=[O:2])[OH:3].[N:37]1([c:38]2[cH:39][cH:40][cH:41][c:42]3[c:43]2[cH:44][cH:45][nH:46]3)[CH2:47][CH2:48][NH:49][CH2:50][CH2:51]1.[nH:11]1[cH:12][cH:13][c:14]2[c:15]([N:20]3[CH2:21][CH2:22][N:23]([C:26]([CH:27]([CH2:28][c:29]4[n:30][cH:31][cH:32][cH:33][cH:34]4)[NH2:35])=[O:36])[CH2:24][CH2:25]3)[cH:16][cH:17][cH:18][c:19]12>>[CH:1](=[O:2])[NH:35][CH:27]([C:26]([N:23]1[CH2:22][CH2:21][N:20]([c:15]2[c:14]3[cH:13][cH:12][nH:11][c:19]3[cH:18][cH:17][cH:16]2)[CH2:25][CH2:24]1)=[O:36])[CH2:28][c:29]1[n:30][cH:31][cH:32][cH:33][cH:34]1. Product: COC(=O)C1(c2ccc(Nc3nc4c(c(Oc5ccccc5)n3)CCC4)cc2)CCC1. Reaction SMILES: [CH2:33]([OH:34])[CH2:35][CH2:36][CH3:37].[CH3:18][O:19][C:20](=[O:21])[C:22]1([c:26]2[cH:27][cH:28][c:29]([NH2:32])[cH:30][cH:31]2)[CH2:23][CH2:24][CH2:25]1.[Cl:1][c:2]1[n:3][c:4]2[c:5]([c:6]([O:8][c:9]3[cH:10][cH:11][cH:12][cH:13][cH:14]3)[n:7]1)[CH2:15][CH2:16][CH2:17]2>>[c:2]1([NH:32][c:29]2[cH:28][cH:27][c:26]([C:22]3([C:20]([O:19][CH3:18])=[O:21])[CH2:23][CH2:24][CH2:25]3)[cH:31][cH:30]2)[n:3][c:4]2[c:5]([c:6]([O:8][c:9]3[cH:10][cH:11][cH:12][cH:13][cH:14]3)[n:7]1)[CH2:15][CH2:16][CH2:17]2. The reactants are CCCCO, COC(=O)C1(c2ccc(N)cc2)CCC1, Clc1nc2c(c(Oc3ccccc3)n1)CCC2. Starting materials: N(=C=S)C1=CC=C2C=CNC2=C1C (6-isothiocyanato-7-methylindole), C(CN)N (ethylenediamine), C1(=CC=CC=C1)C (toluene), C1(=CC=CC=C1)C (toluene). Product: CC=1C(=CC=C2C=CNC12)NN1C=NCC1 (7-Methyl-6-(2-imidazolinylamino)indole). Reaction SMILES: [N:1]([C:4]1[C:12]([CH3:13])=[C:11]2[C:7]([CH:8]=[CH:9][NH:10]2)=[CH:6][CH:5]=1)=C=S.[CH2:14]([NH2:17])[CH2:15][NH2:16].[C:18]1(C)C=CC=CC=1>>[CH3:13][C:12]1[C:4]([NH:1][N:16]2[CH2:15][CH2:14][N:17]=[CH:18]2)=[CH:5][CH:6]=[C:7]2[C:11]=1[NH:10][CH:9]=[CH:8]2. Reported procedure: A solution of 6-isothiocyanato-7-methylindole (0.85 g, 4.52 mmol) in 25 mL of toluene is added to a solution of ethylenediamine (1.06 mL, 15.8 mmol) in 50 mL of toluene. The milky white mixture is stirred for 30 minutes as the desired product precipitates. The reaction is filtered to yield 1.1 g of 6-[-N'-(2-aminoethyl)thioureido]-7-methylindole as a flaky white solid (99% yield). The reactants are O1C(CCCC1)OC1=CC=C(OC(CC=C)C2=CC=C(C#N)C=C2)C=C1 (4-{1-[4-(Tetrahydro-2H-pyran-2-yloxy)phenoxy]-3-butenyl}benzonitrile), C1CCOC1 (THF), solution. The solvent is CCOCC (ether). Run at temperature -5 celsius, time 1.5 hour. The product is OCCCC(OC1=CC=C(C=C1)OC1OCCCC1)C1=CC=C(C#N)C=C1 (4-{4-Hydroxy-1-[4-(tetrahydro-2H-pyran-2-yloxy)phenoxy]butyl}benzonitrile). As a reaction SMILES: [O:1]1[CH2:6][CH2:5][CH2:4][CH2:3][CH:2]1[O:7][C:8]1[CH:26]=[CH:25][C:11]([O:12][CH:13]([C:17]2[CH:24]=[CH:23][C:20]([C:21]#[N:22])=[CH:19][CH:18]=2)[CH2:14][CH:15]=[CH2:16])=[CH:10][CH:9]=1.C1C[O:30]CC1>CCOCC>[OH:30][CH2:16][CH2:15][CH2:14][CH:13]([C:17]1[CH:18]=[CH:19][C:20]([C:21]#[N:22])=[CH:23][CH:24]=1)[O:12][C:11]1[CH:25]=[CH:26][C:8]([O:7][CH:2]2[CH2:3][CH2:4][CH2:5][CH2:6][O:1]2)=[CH:9][CH:10]=1. Procedure: 4-{1-[4-(Tetrahydro-2H-pyran-2-yloxy)phenoxy]-3-butenyl}benzonitrile (from step (i) above; 4.6 g; 13 mmol) was dissolved in dry THF (50 mL) under argon and cooled to −5° C. Borane-methylsulfide complex (BH3xSMe2) (3.5 mL of a 2 M solution in ether) was added dropwise at 0 to 5° C. The mixture was stirred at that temperature for 1.5 h. After 4 h at rt, tlc showed that the reaction was complete. The reaction mixture was quenched with 14 mL of H2O and 5 g of NaBO3. The mixture was stirred overnight... Reactants: FC1=CC=C(C=C1)C#CC1=C(C(=O)N[C@H](C(=O)OC)CCSC)C=CC(=C1)[N+](=O)[O-] (methyl (2S)-2-{2-[2-(4-fluorophenyl)ethynyl]-4-nitrobenzoylamino}-4-methylsulfanylbutyrate), stannous chloride dihydrate, ammonia(0.880). The solvent is C(C)(=O)OCC (ethyl acetate). Product: FC1=CC=C(C=C1)C#CC1=C(C(=O)N[C@H](C(=O)OC)CCSC)C=CC(=C1)N (methyl (2S)-2-{2-[2-(4-fluorophenyl)ethynyl]-4-aminobenzoylamino}-4-methylsulfanylbutyrate), compound 56. RXN SMILES: [F:1][C:2]1[CH:7]=[CH:6][C:5]([C:8]#[C:9][C:10]2[CH:27]=[C:26]([N+:28]([O-])=O)[CH:25]=[CH:24][C:11]=2[C:12]([NH:14][C@@H:15]([CH2:20][CH2:21][S:22][CH3:23])[C:16]([O:18][CH3:19])=[O:17])=[O:13])=[CH:4][CH:3]=1>C(OCC)(=O)C>[F:1][C:2]1[CH:7]=[CH:6][C:5]([C:8]#[C:9][C:10]2[CH:27]=[C:26]([NH2:28])[CH:25]=[CH:24][C:11]=2[C:12]([NH:14][C@@H:15]([CH2:20][CH2:21][S:22][CH3:23])[C:16]([O:18][CH3:19])=[O:17])=[O:13])=[CH:4][CH:3]=1. Procedure: A mixture of compound 55 (2 g), stannous chloride dihydrate(4.4 g) and ethyl acetate (150 ml) was stirred and heated at reflux for 2 hours. It was then cooled and treated dropwise with aequeous ammonia(0.880) to pH 9. The white precipitate formed was filtered and washed with more ethyl acetate (150 ml). The filtrate and washings were combined, dried and evaporated to dryness to give an oil which was purified by flash chromatography on silica using ethyl acetate/iso-hexane as eluant to give methy...